This data is from the Open Reaction Database (ORD), a public repository of structured organic reaction records. The task is: describe an organic reaction: reactants, conditions, products, and yield Reactants: FC(OC1=CC=C(C=O)C=C1)(F)F (4-Trifluoromethoxybenzaldehyde), [N+](=O)(O)[O-] (nitric acid). Run in S(O)(O)(=O)=O (sulfuric acid). Conditions: temperature 0 celsius, time 2 hour. The product is 1.55.g, [N+](=O)([O-])C=1C=C(C=O)C=CC1OC(F)(F)F (3-nitro-4-trifluoromethoxybenzaldehyde). As a reaction SMILES: [F:1][C:2]([F:13])([F:12])[O:3][C:4]1[CH:11]=[CH:10][C:7]([CH:8]=[O:9])=[CH:6][CH:5]=1.[N+:14]([O-])([OH:16])=[O:15]>S(=O)(=O)(O)O>[N+:14]([C:5]1[CH:6]=[C:7]([CH:10]=[CH:11][C:4]=1[O:3][C:2]([F:12])([F:13])[F:1])[CH:8]=[O:9])([O-:16])=[O:15]. Procedure details: 4-Trifluoromethoxybenzaldehyde (1.9 g, 10 mmol) was dissolved in concentrated sulfuric acid (8 mL) at 0 ° C. followed by dropwise addition of 70 % nitric acid (1,1 mL). The reaction mixture was stirred at 0 ° C. for 2 hours, then poured onto ice water and extracted with ethyl acetate. The organic layer was washed with water, aqueous sodium bicarbonate solution , dried (sodium sulfate), filtered and evaporated. The residue was chromatographed on silica gel, eluting with 20 % ethyl acetate/hexane ... Starting materials: CNCC(C)C1=CC(=C(C=C1)OC)OC (N-methyl-N-(2-(3,4-dimethoxyphenyl)propyl)amine), BrCCCN1C(C=2C(C1=O)=CC=CC2)=O (N-(3-bromopropyl) phthalimide), C([O-])([O-])=O.[K+].[K+] (potassium carbonate). Run in C(C)#N (acetonitrile). The product is C1(C=2C(C(N1)=O)=CC=CC2)=O (phthalimide). RXN SMILES: CNCC(C1C=CC(OC)=C(OC)C=1)C.BrCCC[N:20]1[C:24](=[O:25])[C:23]2=[CH:26][CH:27]=[CH:28][CH:29]=[C:22]2[C:21]1=[O:30].C(=O)([O-])[O-].[K+].[K+]>C(#N)C>[C:24]1(=[O:25])[NH:20][C:21](=[O:30])[C:22]2=[CH:29][CH:28]=[CH:27][CH:26]=[C:23]12 |f:2.3.4|. Procedure: A mixture of 1.55 g of N-methyl-N-(2-(3,4-dimethoxyphenyl)propyl)amine, 1.98 g of N-(3-bromopropyl) phthalimide, 1.0 g of anhydrous potassium carbonate and 10 ml of acetonitrile was refluxed under heating for 6 hours. They were allowed to cool and then concentrated after filtering out insoluble matters. The residue was purified on silica gel column chromatography (solvent: chloroform:methanol=100:1), to obtain 2.71 g of N-(3-(N'-(2-(3,4-dimethxoxyphenyl)propyl)-N'-methyl)amino)propyl)phthalimide... The reactants are C([O-])(O)=O.[Na+] (sodium bicarbonate), ice, Cl.CN1CCC(CC1)C1(C(C2=CC=CC=C2C1)=O)C(=O)N (2-(1-methyl-4-piperidyl)-1-oxo-2-indanecarboxamide hydrochloride), [N+](=O)(O)[O-] (nitric acid). Procedure details: To an ice cold solution of 2-(1-methyl-4-piperidyl)-1-oxo-2-indanecarboxamide hydrochloride (5.5 g, 0.0178 mol) in 27 mL of concentrated sulfuric acid was added dropwise over 5 minutes 2.20 g of 90% nitric acid dissolved in 6.8 mL of cold concentrated sulfuric acid. After the addition was complete, the solution was stirred at 0° C. for two hours and then was poured onto ice. The solution was made basic by the addition of solid sodium bicarbonate, and the mixture was extracted with three 100 mL p... As a reaction SMILES: Cl.[CH3:2][N:3]1[CH2:8][CH2:7][CH:6]([C:9]2([C:19]([NH2:21])=[O:20])[CH2:17][C:16]3[C:11](=[CH:12][CH:13]=[CH:14][CH:15]=3)[C:10]2=[O:18])[CH2:5][CH2:4]1.[N+:22]([O-])([OH:24])=[O:23].C(=O)(O)[O-].[Na+]>S(=O)(=O)(O)O>[N+:22]([C:13]1[CH:12]=[C:11]2[C:16]([CH2:17][C:9]([CH:6]3[CH2:7][CH2:8][N:3]([CH3:2])[CH2:4][CH2:5]3)([C:19]([NH2:21])=[O:20])[C:10]2=[O:18])=[CH:15][CH:14]=1)([O-:24])=[O:23] |f:0.1,3.4|. Solvent: S(O)(O)(=O)=O (sulfuric acid), S(O)(O)(=O)=O (sulfuric acid). Isolated yield 78.0%. Yields the product [N+](=O)([O-])C1=CC=C2CC(C(C2=C1)=O)(C(=O)N)C1CCN(CC1)C (6-nitro-2-(1-methyl-4-piperidyl)-1-oxo-2-indane carboxamide). Reaction conditions: temperature 0 celsius, time 2 hour. Starting materials: BrC=1C=CC(=NC1)C=1NC=CN1 (5-bromo-2-(1H-imidazol-2-yl)pyridine), C(#C)C=1C=C(C(=O)NC2=CC(=C(C=C2)CN2CCN(CC2)C)C(F)(F)F)C=CC1C (3-ethynyl-4-methyl-N-[4-((4-methylpiperazin-1-yl)methyl)-3-trifluoromethylphenyl]benzamide). Yields the product CC1=C(C=C(C(=O)NC2=CC(=C(C=C2)CN2CCN(CC2)C)C(F)(F)F)C=C1)C#CC=1C=CC(=NC1)C=1NC=CN1 (4-methyl-3-((2-(1H-imidazol-2-yl)pyridin-5-yl)ethynyl)-N-[4-((4-methylpiperazin-1-yl)methyl)-3-trifluoromethylphenyl]benzamide). RXN SMILES: Br[C:2]1[CH:3]=[CH:4][C:5]([C:8]2[NH:9][CH:10]=[CH:11][N:12]=2)=[N:6][CH:7]=1.[C:13]([C:15]1[CH:16]=[C:17]([CH:39]=[CH:40][C:41]=1[CH3:42])[C:18]([NH:20][C:21]1[CH:26]=[CH:25][C:24]([CH2:27][N:28]2[CH2:33][CH2:32][N:31]([CH3:34])[CH2:30][CH2:29]2)=[C:23]([C:35]([F:38])([F:37])[F:36])[CH:22]=1)=[O:19])#[CH:14]>>[CH3:42][C:41]1[CH:40]=[CH:39][C:17]([C:18]([NH:20][C:21]2[CH:26]=[CH:25][C:24]([CH2:27][N:28]3[CH2:33][CH2:32][N:31]([CH3:34])[CH2:30][CH2:29]3)=[C:23]([C:35]([F:36])([F:38])[F:37])[CH:22]=2)=[O:19])=[CH:16][C:15]=1[C:13]#[C:14][C:2]1[CH:3]=[CH:4][C:5]([C:8]2[NH:9][CH:10]=[CH:11][N:12]=2)=[N:6][CH:7]=1. Procedure: The title compound was prepared using 5-bromo-2-(1H-imidazol-2-yl)pyridine and 3-ethynyl-4-methyl-N-[4-((4-methylpiperazin-1-yl)methyl)-3-trifluoromethylphenyl]benzamide as raw materials, according to the method described in Step 4 of Example 3. The reactants are [BH4-], CO, CN, O=Cc1ccccc1, [Na+]. The product is CNCc1ccccc1. RXN SMILES: [BH4-:11].[CH3:13][OH:14].[CH3:9][NH2:10].[CH:1](=[O:2])[c:3]1[cH:4][cH:5][cH:6][cH:7][cH:8]1.[Na+:12]>>[CH2:1]([c:3]1[cH:4][cH:5][cH:6][cH:7][cH:8]1)[NH:10][CH3:9]. Reactants: Cl (hydrochloric acid), [H-].[Al+3].[Li+].[H-].[H-].[H-] (Lithiumaluminium hydride), FC=1C=C(C=C(C1F)F)CCOC(=O)CC1CCCCC1 (4-(3',4',5'-trifluorophenyl)ethoxycarbonylmethylcyclohexane), C(C)(=O)OCC (ethyl acetate). The solvent is C1CCOC1 (THF). Run at time 2 hour. The product is FC=1C=C(C=C(C1F)F)C1CCC(CC1)CCO (4-(3',4',5'-trifluorophenyl)-1-(2'hydroxyethyl)cyclohexane). RXN SMILES: [H-].[Al+3].[Li+].[H-].[H-].[H-].[F:7][C:8]1[CH:9]=[C:10]([CH2:16][CH2:17]OC(CC2CCCCC2)=O)[CH:11]=[C:12]([F:15])[C:13]=1[F:14].C([O:31][CH2:32][CH3:33])(=O)C.Cl>C1COCC1>[F:15][C:12]1[CH:11]=[C:10]([CH:16]2[CH2:17][CH2:12][CH:13]([CH2:33][CH2:32][OH:31])[CH2:8][CH2:9]2)[CH:9]=[C:8]([F:7])[C:13]=1[F:14] |f:0.1.2.3.4.5|. Reported procedure: Lithiumaluminium hydride (2.2 g) was added to a solution of 4-(3',4',5'-trifluorophenyl)ethoxycarbonylmethylcyclohexane (17.2 g) in THF (100 ml), followed by stirring the mixture at room temperature for 2 hours, adding ethyl acetate (100 ml) little by little after completion of the reaction, further adding 2N hydrochloric acid (50 ml), washing the organic layer with water, drying over anhydrous MgSO4 and concentrating the solvent under reduced pressure, to obtain 4-(3',4',5'-trifluorophenyl)-1-(...